This data is from the Open Reaction Database (ORD), a public repository of structured organic reaction records. The task is: describe an organic reaction: reactants, conditions, products, and yield Starting materials: C(CCC)[Li] (n-butyllithium), O (water), BrC1=NC(=CC=C1OC)I (2-Bromo-6-iodo-3-methoxy-pyridine), CC(=O)C (acetone). Solvent: CCCCCC (hexane), C(C)(=O)OCC (ethyl acetate), C1(=CC=CC=C1)C (toluene). Reaction conditions: time 1 hour. The product is BrC1=C(C=CC(=N1)C(C)(C)O)OC (2-(6-bromo-5-methoxy-pyridin-2-yl)-propan-2-ol). RXN SMILES: [Br:1][C:2]1[C:7]([O:8][CH3:9])=[CH:6][CH:5]=[C:4](I)[N:3]=1.C([Li])CCC.[CH3:16][C:17]([CH3:19])=[O:18].O>C1(C)C=CC=CC=1.CCCCCC.C(OCC)(=O)C>[Br:1][C:2]1[N:3]=[C:4]([C:17]([OH:18])([CH3:19])[CH3:16])[CH:5]=[CH:6][C:7]=1[O:8][CH3:9]. Reported procedure: 2-Bromo-6-iodo-3-methoxy-pyridine (500 mg) is dissolved in dry toluene (5 ml) and thereto is added dropwise 1.6M n-butyllithium in hexane (1 ml) at −78° C. under nitrogen atmosphere, and the mixture is stirred for 1 hour and thereto is added acetone (0.23 ml), and the mixture is stirred overnight. To the reaction solution are added water and ethyl acetate, and the mixture is separated, and the organic layer is washed with a saturated brine, dried over magnesium sulfate, and concentrated under re... Reactants: N1C(N)=NC=2N=CNC2C1=O (guanine), S(=O)(=O)([O-])[O-].[NH4+].[NH4+] (ammonium sulfate), C[Si](N[Si](C)(C)C)(C)C (hexamethyldisilazane), C(C)(=O)OCC(COC(C)=O)OCCl (chloromethyl 1,3-diacetoxy-2-propyl ether), C1(=CC=CC=C1)C (toluene). Product: C(C)(=O)NC=1NC(C=2N=CN(C2N1)COC(COC(C)=O)COC(C)=O)=O (2-Acetamido-9-(1,3-diacetoxy-2-propoxymethyl)hypoxanthine). Isolated yield 88.6%. As a reaction SMILES: [NH:1]1[C:10](=[O:11])[C:9]2[NH:8][CH:7]=[N:6][C:5]=2[N:4]=[C:2]1[NH2:3].S([O-])([O-])(=O)=[O:13].[NH4+].[NH4+].C[Si](C)(C)N[Si](C)(C)C.[C:28]([O:31][CH2:32][CH:33]([O:39][CH2:40]Cl)[CH2:34][O:35][C:36](=[O:38])[CH3:37])(=[O:30])[CH3:29].[C:42]1([CH3:48])C=CC=CC=1>>[C:42]([NH:3][C:2]1[NH:1][C:10](=[O:11])[C:9]2[N:8]=[CH:7][N:6]([CH2:40][O:39][CH:33]([CH2:34][O:35][C:36](=[O:38])[CH3:37])[CH2:32][O:31][C:28](=[O:30])[CH3:29])[C:5]=2[N:4]=1)(=[O:13])[CH3:48] |f:1.2.3|. Procedure: A mixture of 2.57 g (18 mmole ) of guanine, 1.8 g of ammonium sulfate, and 126 ml of hexamethyldisilazane was stirred at reflux under N2. The solid gradually dissolved. After 2 days the solution was cooled and concentrated under high vacuum. The viscous, residual oil was dissolved in about 28 ml of dry toluene and maintained under N2 as a solution of 5 g (22.3 mmole) of chloromethyl 1,3-diacetoxy-2-propyl ether in 12 mol of dry toluene was added. The resulting solution was heated at reflux under...